Dataset: the Open Reaction Database (ORD), a public repository of structured organic reaction records. Task: describe an organic reaction: reactants, conditions, products, and yield Reactants: ClC=1C=C(C=CC1)C=1C=2N(N=C(C1CCCCCO)C1=CC=CC=C1)C(=CC2)CC (5-[4-(3-chlorophenyl)-7-ethyl-2-phenylpyrrolo[1,2-b]pyridazin-3-yl]-1-pentanol), F[B-](F)(F)F.C[O+](C)C (trimethyloxonium tetrafluoroborate), C(C)(C)(C)C1=NC(=CC(=C1)C)C(C)(C)C (2,6-di-t-butyl-4-methylpyridine). The solvent is ClCCCl (1,2-dichloroethane). Conditions: time 4 hour. Product: ClC=1C=C(C=CC1)C=1C=2N(N=C(C1CCCCCOC)C1=CC=CC=C1)C(=CC2)CC (4-(3-chlorophenyl)-7-ethyl-3-(5-methoxypentyl)-2-phenylpyrrolo[1,2-b]pyridazine). Isolated yield 89.3%. As a reaction SMILES: [Cl:1][C:2]1[CH:3]=[C:4]([C:8]2[C:9]3[N:10]([C:26]([CH2:29][CH3:30])=[CH:27][CH:28]=3)[N:11]=[C:12]([C:20]3[CH:25]=[CH:24][CH:23]=[CH:22][CH:21]=3)[C:13]=2[CH2:14][CH2:15][CH2:16][CH2:17][CH2:18][OH:19])[CH:5]=[CH:6][CH:7]=1.F[B-](F)(F)F.[CH3:36][O+](C)C.C(C1C=C(C)C=C(C(C)(C)C)N=1)(C)(C)C>ClCCCl>[Cl:1][C:2]1[CH:3]=[C:4]([C:8]2[C:9]3[N:10]([C:26]([CH2:29][CH3:30])=[CH:27][CH:28]=3)[N:11]=[C:12]([C:20]3[CH:21]=[CH:22][CH:23]=[CH:24][CH:25]=3)[C:13]=2[CH2:14][CH2:15][CH2:16][CH2:17][CH2:18][O:19][CH3:36])[CH:5]=[CH:6][CH:7]=1 |f:1.2|. Procedure: A mixture of 5-[4-(3-chlorophenyl)-7-ethyl-2-phenylpyrrolo[1,2-b]pyridazin-3-yl]-1-pentanol (65 mg), trimethyloxonium tetrafluoroborate (275 mg) and 2,6-di-t-butyl-4-methylpyridine (47.8 mg) in 1,2-dichloroethane (3 mL) was stirred at ambient temperature for 4 hours. The solution was washed with water, 1N hydrochloric acid, water, saturated sodium bicarbonate solution and brine, dried over magnesium sulfate, and evaporated in vacuo. The residue was purified by silica gel column chromatography el...